From a dataset of the Open Reaction Database (ORD), a public repository of structured organic reaction records. describe an organic reaction: reactants, conditions, products, and yield Reactants: O=C(O)c1ccc(Br)cc1F, CS(C)=O, CC(C)S, [H-], [Na+], O. Yields the product CC(C)Sc1cc(Br)ccc1C(=O)O. Reaction SMILES: [Br:7][c:8]1[cH:9][c:10]([F:17])[c:11]([C:12](=[O:13])[OH:14])[cH:15][cH:16]1.[CH3:19][S:20](=[O:21])[CH3:22].[CH3:3][CH:4]([CH3:5])[SH:6].[H-:1].[Na+:2].[OH2:18]>>[CH3:3][CH:4]([CH3:5])[S:6][c:10]1[cH:9][c:8]([Br:7])[cH:16][cH:15][c:11]1[C:12](=[O:13])[OH:14]. Starting materials: COC(CC1=NOC=C1)=O (isoxazol-3-yl-acetic acid methyl ester), O.NN (hydrazine hydrate). Solvent: C(C)O (ethanol). The product is O1N=C(C=C1)CC(=O)NN (Isoxazol-3-yl-acetic acid hydrazide). The yield is 78.0%. RXN SMILES: C[O:2][C:3](=O)[CH2:4][C:5]1[CH:9]=[CH:8][O:7][N:6]=1.O.[NH2:12][NH2:13]>C(O)C>[O:7]1[CH:8]=[CH:9][C:5]([CH2:4][C:3]([NH:12][NH2:13])=[O:2])=[N:6]1 |f:1.2|. Procedure details: As described for example 112a, isoxazol-3-yl-acetic acid methyl ester in ethanol was reacted with hydrazine hydrate (2 equivalents) at rt for 16 h. After evaporation of the solvent the residue was chromatographed (SiO2, dichloromethane:methanol:aq.ammonia (25%)=100:0:0 to 90:10:1) to afford the title compound as a white solid (yield: 78%). MS: m/e=142.1 [M+H]+. Starting materials: solution, Cl (hydrochloric acid), O1C=C(C=C1)C=1N=C2N(C=C(C=C2)C2=C(C=CC=C2)CO)C1 ([2-(2-furan-3-ylimidazo[1,2-a]pyridin-6-yl)phenyl]methanol). Solvent: C(C)(C)O (isopropanol), ClCCl (dichloromethane). Yields the product Cl.O1C=C(C=C1)C=1N=C2N(C=C(C=C2)C2=C(C=CC=C2)CO)C1 ([2-(2-(Furan-3-yl)imidazo[1,2-a]pyridin-6-yl)phenyl]methanol hydrochloride). Reaction SMILES: [O:1]1[CH:5]=[CH:4][C:3]([C:6]2[N:7]=[C:8]3[CH:13]=[CH:12][C:11]([C:14]4[CH:19]=[CH:18][CH:17]=[CH:16][C:15]=4[CH2:20][OH:21])=[CH:10][N:9]3[CH:22]=2)=[CH:2]1.[ClH:23]>ClCCl.C(O)(C)C>[ClH:23].[O:1]1[CH:5]=[CH:4][C:3]([C:6]2[N:7]=[C:8]3[CH:13]=[CH:12][C:11]([C:14]4[CH:19]=[CH:18][CH:17]=[CH:16][C:15]=4[CH2:20][OH:21])=[CH:10][N:9]3[CH:22]=2)=[CH:2]1 |f:4.5|. Procedure: 156 mg of [2-(2-furan-3-ylimidazo[1,2-a]pyridin-6-yl)phenyl]methanol are suspended in dichloromethane; 5.4 ml of a 0.1N solution of hydrochloric acid in isopropanol are added thereto, dropwise, and the mixture is stirred at ambient temperature. The reaction mixture is then concentrated under reduced pressure. The residual solid is taken up in diethyl ether and the precipitate is recovered by filtration, washed with diethyl ether and oven-dried under reduced pressure. Reaction SMILES: [C:1]([NH:5][C:6]([NH:8][C:9]1([C:15]2[CH:20]=[CH:19][CH:18]=[C:17]([N+:21]([O-:23])=[O:22])[CH:16]=2)[CH2:11][CH:10]1[CH2:12][CH2:13]O)=[S:7])([CH3:4])([CH3:3])[CH3:2].C1(P(C2C=CC=CC=2)C2C=CC=CC=2)C=CC=CC=1.C(Br)(Br)(Br)Br.C([O-])(O)=O.[Na+]>ClCCl.[Cl-].[Na+].O.O>[C:1]([NH:5][C:6]1[S:7][CH2:13][CH2:12][CH:10]2[C:9]([C:15]3[CH:20]=[CH:19][CH:18]=[C:17]([N+:21]([O-:23])=[O:22])[CH:16]=3)([CH2:11]2)[N:8]=1)([CH3:4])([CH3:3])[CH3:2] |f:3.4,6.7.8|. Reaction conditions: temperature 0 celsius, time 2 hour. Starting materials: C(=O)(O)[O-].[Na+] (NaHCO3), C1(=CC=CC=C1)P(C1=CC=CC=C1)C1=CC=CC=C1 (triphenylphosphine), C(Br)(Br)(Br)Br (carbon tetrabromide), C(C)(C)(C)NC(=S)NC1(C(C1)CCO)C1=CC(=CC=C1)[N+](=O)[O-] (tert-Butyl-3-((1SR,2SR)-2-(2-hydroxyethyl)-1-(3-nitrophenyl)cyclopropyl)thiourea). Yields the product C(C)(C)(C)NC1=NC2(CC2CCS1)C1=CC(=CC=C1)[N+](=O)[O-] ((1SR,7SR)—N-tert-butyl-1-(3-nitrophenyl)-4-thia-2-azabicyclo[5.1.0]oct-2-en-3-amine). Procedure: tert-Butyl-3-((1SR,2SR)-2-(2-hydroxyethyl)-1-(3-nitrophenyl)cyclopropyl)thiourea (intermediate A3c) (1.47 g, 4.36 mmol, Eq: 1.00) was dissolved in dichloromethane (50 ml), then at 0° C. triphenylphosphine (2.06 g, 7.84 mmol, Eq: 1.8) and carbon tetrabromide (2.6 g, 7.84 mmol, Eq: 1.8) were added. The reaction mixture was stirred at 0° C. for 2 hours. To the reaction mixture was added 60 ml of sat. NaHCO3 solution and stirred for 15 min. Then more dichloromethane, water and brine were added and e... Run in ClCCl (dichloromethane), [Cl-].[Na+].O (brine), ClCCl (dichloromethane), O (water). Isolated yield 71.6%.